This data is from the Open Reaction Database (ORD), a public repository of structured organic reaction records. The task is: describe an organic reaction: reactants, conditions, products, and yield Run in O1CCCC1 (tetrahydrofuran). RXN SMILES: [OH:1][CH2:2][CH2:3][CH2:4][NH:5][C:6]1[C:15]([N+:16]([O-])=O)=[CH:14][CH:13]=[CH:12][C:7]=1[C:8]([O:10][CH3:11])=[O:9]>O1CCCC1.[Pd]>[NH2:16][C:15]1[C:6]([NH:5][CH2:4][CH2:3][CH2:2][OH:1])=[C:7]([CH:12]=[CH:13][CH:14]=1)[C:8]([O:10][CH3:11])=[O:9]. The reagents and catalysts are [Pd] (palladium on carbon). Reaction conditions: time 23 hour. Yields the product NC=1C(=C(C(=O)OC)C=CC1)NCCCO (Methyl 3-amino-2-[(3-hydroxypropyl)amino]benzoate). Procedure: To a solution of methyl 2-[(3-hydroxypropyl)amino]-3-nitrobenzoate (86.6 g, 0.341 mol) in tetrahydrofuran (1000 mL) was added 10% palladium on carbon (50% wet; 8.70 g), and the mixture was purged with hydrogen and stirred under balloon pressure hydrogen at room temperature for 23 hr. The catalyst was removed by filtration, and the filtrate was concentrated in vacuo to give the title compound as a brown oil (59.8 g, 0.267 mol, 78%). The reactants are OCCCNC1=C(C(=O)OC)C=CC=C1[N+](=O)[O-] (methyl 2-[(3-hydroxypropyl)amino]-3-nitrobenzoate). Isolated yield 78.3%. Starting materials: CN(C=C1C(C(CCC1)N1CCOCC1)=O)C (2-[1-dimethylamino-methylidene]-6-morpholin-4-yl-cyclohexanone), [N+](=O)(O)[O-].[N+](=O)(O)[O-].COC=1C=C(C=CC1N1C=NC(=C1)C)NC(=N)N (N-[3-methoxy-4-(4-methyl-imidazol-1-yl)-phenyl]-guanidine dinitrate). The product is COC=1C=C(C=CC1N1C=NC(=C1)C)NC1=NC=2C(CCCC2C=N1)N1CCOCC1 ([3-Methoxy-4-(4-methyl-imidazol-1-yl)-phenyl]-(8-morpholin-4-yl-5,6,7,8-tetrahydro-quinazolin-2-yl)-amine), solid. Yield: 15.0%. As a reaction SMILES: CN(C)[CH:3]=[C:4]1[CH2:9][CH2:8][CH2:7][CH:6]([N:10]2[CH2:15][CH2:14][O:13][CH2:12][CH2:11]2)[C:5]1=O.[N+]([O-])(O)=O.[N+]([O-])(O)=O.[CH3:26][O:27][C:28]1[CH:29]=[C:30]([NH:40][C:41]([NH2:43])=[NH:42])[CH:31]=[CH:32][C:33]=1[N:34]1[CH:38]=[C:37]([CH3:39])[N:36]=[CH:35]1>>[CH3:26][O:27][C:28]1[CH:29]=[C:30]([NH:40][C:41]2[N:43]=[CH:3][C:4]3[CH2:9][CH2:8][CH2:7][CH:6]([N:10]4[CH2:11][CH2:12][O:13][CH2:14][CH2:15]4)[C:5]=3[N:42]=2)[CH:31]=[CH:32][C:33]=1[N:34]1[CH:38]=[C:37]([CH3:39])[N:36]=[CH:35]1 |f:1.2.3|. Procedure details: The title compound was prepared from 2-[1-dimethylamino-methylidene]-6-morpholin-4-yl-cyclohexanone (260 mg, 1.0 mmol) and N-[3-methoxy-4-(4-methyl-imidazol-1-yl)-phenyl]-guanidine dinitrate (223 mg, 0.60 mmol) using in analogous manner the procedure described in example 45b). Obtained as a white solid (38 mg, 15%). MS ISP (m/e): 421.1 (100) [(M+H)+]. mp 214-216° C. Starting materials: 24.6, CN(CCNC=O)C (N-(2-dimethylaminoethyl)formamide), COC1=C(C=C(CCl)C=C1)[N+](=O)[O-] (4-methoxy-3-nitrobenzylchloride). Solvent: O (water), O (water). Product: [Cl-].C[N+](CCNC=O)(CC1=CC(=C(C=C1)OC)[N+](=O)[O-])C (N,N-dimethyl-N-(3-nitro-4-methoxybenzyl)-N-2-formamidoethylammonium chloride). RXN SMILES: [CH3:1][N:2]([CH3:8])[CH2:3][CH2:4][NH:5][CH:6]=[O:7].[CH3:9][O:10][C:11]1[CH:18]=[CH:17][C:14]([CH2:15][Cl:16])=[CH:13][C:12]=1[N+:19]([O-:21])=[O:20]>O>[Cl-:16].[CH3:1][N+:2]([CH3:8])([CH2:15][C:14]1[CH:17]=[CH:18][C:11]([O:10][CH3:9])=[C:12]([N+:19]([O-:21])=[O:20])[CH:13]=1)[CH2:3][CH2:4][NH:5][CH:6]=[O:7] |f:3.4|. Reported procedure: A stirred solution of 24.6 parts of N-(2-dimethylaminoethyl)formamide and 30 parts of water was heated to 60° and over a period of one hour there was added 40.3 parts of 4-methoxy-3-nitrobenzylchloride. Heating between 60° and 65° C. was continued for three and one-half hours at which time the pH of the mixture stabilized above 7.0. To the cooled mixture was added 20 l parts of water and the resulting mixture was clarified by filtration. An aqueous solution of N,N-dimethyl-N-(3-nitro-4-methoxybe... Reactants: ClC1=C(CNC(=O)C2(CC2)C(=O)OC)C=CC=C1 (methyl 1-(2-chlorobenzylcarbamoyl)cyclopropanecarboxylate), [BH4-].[Na+] (sodium borohydride). Solvent: C1CCOC1 (THF), CO (CH3OH). Reaction conditions: time 3 hour. Product: ClC1=C(CNC(=O)C2(CC2)CO)C=CC=C1 (N-(2-chlorobenzyl)-1-(hydroxymethyl)cyclopropanecarboxamide). Isolated yield 57.0%. RXN SMILES: [Cl:1][C:2]1[CH:18]=[CH:17][CH:16]=[CH:15][C:3]=1[CH2:4][NH:5][C:6]([C:8]1([C:11](OC)=[O:12])[CH2:10][CH2:9]1)=[O:7].[BH4-].[Na+]>C1COCC1.CO>[Cl:1][C:2]1[CH:18]=[CH:17][CH:16]=[CH:15][C:3]=1[CH2:4][NH:5][C:6]([C:8]1([CH2:11][OH:12])[CH2:9][CH2:10]1)=[O:7] |f:1.2|. Reported procedure: To a solution of methyl 1-(2-chlorobenzylcarbamoyl)cyclopropanecarboxylate (330 mg, 1.2 mmol) in THF (5 mL) and CH3OH (5 mL) was added sodium borohydride (93 mg, 2.4 mmol, 2 equiv.). The reaction mixture was stirred for 3 h and quenched with diluted AcOH. The reaction mixture was concentrated and dissolved in EtOAc. The organic layer was washed with saturated NaHCO3, H2O and brine, dried over Na2SO4, and concentrated. The resulting residue was purified on RP-HPLC using a mixture of acetonitrile ... The reactants are FC1=CC=C(C=C1)C(C(C(=O)OCC)CC1=CC(=CC=C1)OC1=CC=CC=C1)O (ethyl (2RS,3RS)-3-(4-fluorophenyl)-3-hydroxy-2-((3-(phenyloxy)phenyl)methyl)propionate), [OH-].[Na+] (sodium hydroxide), Cl (hydrochloric acid). Run in CO (methanol). Run at time 8 hour. Yields the product FC1=CC=C(C=C1)C(C(C(=O)O)CC1=CC(=CC=C1)OC1=CC=CC=C1)O ((2RS,3RS)-3-(4-fluorophenyl)-3-hydroxy-2-((3-(phenyloxy)phenyl)methyl)propionic acid). The yield is 47.4%. RXN SMILES: [F:1][C:2]1[CH:7]=[CH:6][C:5]([CH:8]([OH:29])[CH:9]([CH2:15][C:16]2[CH:21]=[CH:20][CH:19]=[C:18]([O:22][C:23]3[CH:28]=[CH:27][CH:26]=[CH:25][CH:24]=3)[CH:17]=2)[C:10]([O:12]CC)=[O:11])=[CH:4][CH:3]=1.[OH-].[Na+].Cl>CO>[F:1][C:2]1[CH:3]=[CH:4][C:5]([CH:8]([OH:29])[CH:9]([CH2:15][C:16]2[CH:21]=[CH:20][CH:19]=[C:18]([O:22][C:23]3[CH:28]=[CH:27][CH:26]=[CH:25][CH:24]=3)[CH:17]=2)[C:10]([OH:12])=[O:11])=[CH:6][CH:7]=1 |f:1.2|. Procedure: To a solution of ethyl (2RS,3RS)-3-(4-fluorophenyl)-3-hydroxy-2-((3-(phenyloxy)phenyl)methyl)propionate (5.26 g, 13.3 mmol) in methanol (40 ml) was added 2N aqueous sodium hydroxide solution (13.4 ml, 26.8 mmol) and the mixture was stirred overnight at room temperature. The reaction solution was acidified with 1N hydrochloric acid and extracted with ethyl acetate (200 ml×2). The extract was washed with water and saturated-brine, dried over anhydrous magnesium sulfate and evaporated under reduced... Starting materials: C(C)OC(=O)C=1SC=2N=C(C(=C3N(C(NC1C23)=O)C2=C(C=CC=3OCOC32)Cl)C#N)Cl (7-chloro-5-(5-chloro-benzo[1,3]dioxol-4-yl)-6-cyano-4-oxo-4,5-dihydro-3H-1-thia-3,5,8-triaza-acenaphthylene-2-carboxylic acid ethyl ester), 1g, C[Sn](C)(C)C (tetramethyltin), PdCl2(Ph3P)2. Solvent: CN(C)C=O (DMF), NaH2PO4. Conditions: temperature 150 celsius. Yields the product C(C)OC(=O)C=1SC=2N=C(C(=C3N(C(NC1C23)=O)C2=C(C=CC=3OCOC32)Cl)C#N)C (5-(5-chloro-benzo[1,3]dioxol-4-yl)-6-cyano-7-methyl-4-oxo-4,5-dihydro-3H-1-thia-3,5,8-triaza-acenaphthylene-2-carboxylic acid ethyl ester), 2a. As a reaction SMILES: [CH2:1]([O:3][C:4]([C:6]1[S:7][C:8]2[N:9]=[C:10](Cl)[C:11]([C:29]#[N:30])=[C:12]3[C:17]=2[C:16]=1[NH:15][C:14](=[O:18])[N:13]3[C:19]1[C:27]2[O:26][CH2:25][O:24][C:23]=2[CH:22]=[CH:21][C:20]=1[Cl:28])=[O:5])[CH3:2].[CH3:32][Sn](C)(C)C>CN(C=O)C>[CH2:1]([O:3][C:4]([C:6]1[S:7][C:8]2[N:9]=[C:10]([CH3:32])[C:11]([C:29]#[N:30])=[C:12]3[C:17]=2[C:16]=1[NH:15][C:14](=[O:18])[N:13]3[C:19]1[C:27]2[O:26][CH2:25][O:24][C:23]=2[CH:22]=[CH:21][C:20]=1[Cl:28])=[O:5])[CH3:2]. Procedure details: 7-chloro-5-(5-chloro-benzo[1,3]dioxol-4-yl)-6-cyano-4-oxo-4,5-dihydro-3H-1-thia-3,5,8-triaza-acenaphthylene-2-carboxylic acid ethyl ester Compound 1g (115 mg, 0.242 mmol) was combined with 95% tetramethyltin (0.039 ml, 0.266 mmol), PdCl2(Ph3P)2 (17 mg, 0.024 mmol) and DMF (3 mL) in a sealed microwave vessel. The mixture was heated to 150° C. for 15 mins. The reaction mixture was diluted with 0.5 M NaH2PO4 and extracted with EtOAc, then dried (MgSO4) and evaporated. The resulting residue was puri... The reactants are CNN (monomethylhydrazine), CC(=O)C(C(=O)OC)C(=O)OC (acetonedicarboxylic acid dimethyl ester), C[O-].[Na+] (sodium methylate). Solvent: CO (methanol), CO (methanol). Reaction conditions: time 2 hour. Yields the product CN1N=C(C=C1O)CC(=O)OC (1-methyl-3-methoxycarbonylmethyl-5-hydroxypyrazole). The yield is 35.3%. As a reaction SMILES: [CH3:1][NH:2][NH2:3].[CH3:4][C:5]([CH:7]([C:12]([O:14][CH3:15])=[O:13])C(OC)=O)=O.[CH3:16][O-:17].[Na+]>CO>[CH3:1][N:2]1[C:16]([OH:17])=[CH:4][C:5]([CH2:7][C:12]([O:14][CH3:15])=[O:13])=[N:3]1 |f:2.3|. Procedure: 23 g of monomethylhydrazine were added to 87 g (0.5 mole) of acetonedicarboxylic acid dimethyl ester in 200 ml of methanol, during which the reaction temperature rose to 65° C. After completion of the addition, the mixture was stirred for a further 2 hours and 0.5 mole of sodium methylate in methanol was then added. The reaction was slightly exothermic. The reaction mixture was stirred for a further 2 hours and evaporated, and the residue was dissolved in water. After acidification with glacial ...